From a dataset of the Open Reaction Database (ORD), a public repository of structured organic reaction records. describe an organic reaction: reactants, conditions, products, and yield As a reaction SMILES: [CH:1]1(O)[C:10]2[C:5](=[CH:6][CH:7]=[CH:8][CH:9]=2)[CH2:4][CH2:3][CH2:2]1.S(Cl)([Cl:14])=O>C(Cl)(Cl)Cl.N1C=CC=CC=1>[Cl:14][CH:1]1[C:10]2[C:5](=[CH:6][CH:7]=[CH:8][CH:9]=2)[CH2:4][CH2:3][CH2:2]1. Yields the product desired intermediate, ClC1CCCC2=CC=CC=C12 (1,2,3,4-tetrahydro-1-chloronaphthalene). Reported procedure: One hundred grams of 1,2,3,4-tetrahydro-1-naphthol were dissolved in 1 liter of chloroform and 53.9 ml of pyridine. The mixture was cooled with an external ice bath and 98.6 ml of thionyl chloride were added over a 1 hour period. The reaction mixture was stirred an additional 2 hours with cooling, concentrated in vacuo, and the residue taken up in 1 liter of methylene chloride. The methylene chloride solution was washed with water, a 5% sodium bicarbonate solution, water again, dried over sodium... Run in N1=CC=CC=C1 (pyridine), C(Cl)(Cl)Cl (chloroform). Starting materials: C1(CCCC2=CC=CC=C12)O (1,2,3,4-tetrahydro-1-naphthol), S(=O)(Cl)Cl (thionyl chloride). Conditions: time 2 hour. The reactants are product, C(CC)(=O)Cl (Propionyl chloride), S1C(=CC=C1)CCN1CCC(CC1)(COC)NC1=CC=CC=C1 (N-(2-Thien-2-ylethyl)-4-(phenylamino)-4-(methoxymethyl)piperidine), Cl (HCl), Cl (HCl), COCC1(CCN(CC1)CCC=1SC=CC1)N(C(CC)=O)C1=CC=CC=C1 (N-[4-(Methoxymethyl)-1-{2-(2-thienyl)ethyl}-4-piperidinyl]-N-phenylpropanamide), COCC1(CCN(CC1)CCC=1SC=CC1)N(C(CC)=O)C1=CC=CC=C1 (N-[4-(Methoxymethyl)-1-{2-(2-thienyl)ethyl}-4-piperidinyl]-N-phenylpropanamide), S1C(=CC=C1)CCN1CCC(CC1)(COC)NC1=CC=CC=C1 (N-(2-Thien-2-ylethyl)-4-(phenylamino)-4-(methoxymethyl)piperidine). Solvent: CCOCC (ether), C(Cl)Cl (methylene chloride), C(C)N(CC)CC (triethylamine). Reaction conditions: time 40 minute. The product is Cl (HCl), CCC(=O)N(C=1C=CC=CC1)C2(CCN(CC2)CCC3=CC=CS3)COC.Cl (sufentanil HCl). As a reaction SMILES: C([Cl:5])(=O)CC.[CH3:6][O:7][CH2:8][C:9]1([N:22]([C:27]2[CH:32]=[CH:31][CH:30]=[CH:29][CH:28]=2)[C:23](=[O:26])[CH2:24][CH3:25])[CH2:14][CH2:13][N:12]([CH2:15][CH2:16][C:17]2[S:18][CH:19]=[CH:20][CH:21]=2)[CH2:11][CH2:10]1.S1C=CC=C1CCN1CCC(NC2C=CC=CC=2)(COC)CC1.[ClH:56]>CCOCC.C(N(CC)CC)C.C(Cl)Cl>[ClH:5].[CH3:25][CH2:24][C:23]([N:22]([C:9]1([CH2:8][O:7][CH3:6])[CH2:10][CH2:11][N:12]([CH2:15][CH2:16][C:17]2[S:18][CH:19]=[CH:20][CH:21]=2)[CH2:13][CH2:14]1)[C:27]1[CH:32]=[CH:31][CH:30]=[CH:29][CH:28]=1)=[O:26].[ClH:56] |f:8.9|. Procedure: Propionyl chloride (1.3 equivalents) was added to a 0.4M methylene chloride solution of 6 in a glass stoppered RB flask at RT. A mild exotherm developed and analysis by LC at the end of 40 minutes showed 90% sufentanil 7 with about 7% starting material 6. About 8% by weight of triethylamine was then added and stirred for another 40 minutes at RT. LC showed 95% product with no trace of starting material 6. The mixture was then quenched with an excess of dilute ammonium hydroxide and the lower met... Starting materials: [H-].[Al+3].[Li+].[H-].[H-].[H-] (lithium aluminium hydride), N1(CCOCC1)C(=O)N.BrC=1C=C(C=NC1)C(=O)O (5-bromopyridine-3-carboxylic acid morpholinamide), C(C)(=O)OCC (ethyl acetate), S(O)(O)(=O)=O (sulfuric acid). Run in C1CCOC1 (THF), C1CCOC1 (THF), C1CCOC1 (THF). Reaction conditions: time 30 minute. The product is BrC=1C=NC=C(C=O)C1 (5-bromonicotinaldehyde). The yield is 68.2%. Reaction SMILES: [H-].[Al+3].[Li+].[H-].[H-].[H-].C(OCC)(=O)C.N1(C(N)=O)CCOCC1.[Br:22][C:23]1[CH:24]=[C:25]([C:29](O)=[O:30])[CH:26]=[N:27][CH:28]=1.S(=O)(=O)(O)O>C1COCC1>[Br:22][C:23]1[CH:28]=[N:27][CH:26]=[C:25]([CH:24]=1)[CH:29]=[O:30] |f:0.1.2.3.4.5,7.8|. Procedure: 1.75 g of lithium aluminium hydride powder are suspended in 64 g of THF. A mixture of 5.9 g of ethyl acetate and 28 g of THF is subsequently added dropwise with cooling. After 30 minutes, this reaction mixture is added dropwise at 0° C. to 10° C. to a solution of 5.0 g of 5-bromopyridine-3-carboxylic acid morpholinamide from Example 3(a) in 30 g of THF (this corresponds to 150% excess of the reducing agent). After 1 hour, the reaction mixture is poured into 35 ml of 12% sulfuric acid, and the or... The reactants are ice water, [OH-].[Na+] (sodium hydroxide), Cl.CON (O-methylhydroxylamine hydrochloride), S(O)(O)(=O)=O (sulfuric acid), C(C)N(C(=CC=1C=NC=CC1)C1=C(C=C(C=C1)F)Cl)CC (3-[β-(diethylamino)-2-chloro-4-fluorostyryl]pyridine). Solvent: O (water). Yields the product CON=C(CC=1C=NC=CC1)C1=C(C=C(C=C1)F)Cl (2'-Chloro-4'-fluoro-2-(3-pyridyl)acetophenone O-methyloxime). As a reaction SMILES: Cl.[CH3:2][O:3][NH2:4].S(=O)(=O)(O)O.C(N(CC)[C:13]([C:21]1[CH:26]=[CH:25][C:24]([F:27])=[CH:23][C:22]=1[Cl:28])=[CH:14][C:15]1[CH:16]=[N:17][CH:18]=[CH:19][CH:20]=1)C.[OH-].[Na+]>O>[CH3:2][O:3][N:4]=[C:13]([C:21]1[CH:26]=[CH:25][C:24]([F:27])=[CH:23][C:22]=1[Cl:28])[CH2:14][C:15]1[CH:16]=[N:17][CH:18]=[CH:19][CH:20]=1 |f:0.1,4.5|. Reported procedure: A solution of 1.2 g of O-methylhydroxylamine hydrochloride in 2.4 ml of distilled water is slowly treated with concentrated sulfuric acid with stirring in such a way that the reaction temperature does not rise above 60° C. 4.0 g of 3-[β-(diethylamino)-2-chloro-4-fluorostyryl]pyridine are then added rapidly in such a way that the internal temperature is exactly 70° C. at the end of the addition. The mixture is then stirred at 70° C. for 5 hours, cooled to room temperature and poured into ice-wate...